Dataset: the Open Reaction Database (ORD), a public repository of structured organic reaction records. Task: describe an organic reaction: reactants, conditions, products, and yield The reactants are CCCCCCC (heptane), CNS(=O)(=O)CCC1=CC(=C(C=C1)NCC1=CC=CC=C1)C#C (2-(4-benzylamino-3-ethynyl-phenyl)-ethanesulfonic acid methylamide), O (water), CC(C)([O-])C.[K+] (Potassium tert-butoxide). Solvent: CN1C(CCC1)=O (N-methylpyrrolidone). Run at temperature 82.5 celsius, time 30 minute. Yields the product CNS(=O)(=O)CCC=1C=C2C=CN(C2=CC1)CC1=CC=CC=C1 (2-(1-benzyl-1H-indol-5-yl)-ethanesulfonic Acid Methylamide). As a reaction SMILES: [CH3:1][NH:2][S:3]([CH2:6][CH2:7][C:8]1[CH:13]=[CH:12][C:11]([NH:14][CH2:15][C:16]2[CH:21]=[CH:20][CH:19]=[CH:18][CH:17]=2)=[C:10]([C:22]#[CH:23])[CH:9]=1)(=[O:5])=[O:4].CC(C)([O-])C.[K+].O.CCCCCCC>CN1CCCC1=O>[CH3:1][NH:2][S:3]([CH2:6][CH2:7][C:8]1[CH:9]=[C:10]2[C:11](=[CH:12][CH:13]=1)[N:14]([CH2:15][C:16]1[CH:21]=[CH:20][CH:19]=[CH:18][CH:17]=1)[CH:23]=[CH:22]2)(=[O:4])=[O:5] |f:1.2|. Reported procedure: 2-(4-benzylamino-3-ethynyl-phenyl)-ethanesulfonic acid methylamide (100 g) was dissolved in N-methylpyrrolidone (1500 ml) at 25° C. Potassium tert-butoxide (67 g) was added and the reaction mass was heated to 80-85° C. for 120-150 minutes. The reaction mass was cooled gradually to 25° C., water (3500 ml) was added and stirred for 30 minutes. The solution was extracted with ethyl acetate (4000 ml). The organic layer was dried over sodium sulfate and distilled under vacuum to obtain a residue. The... Procedure details: A mixture of 3.97 g (0.02 mole) ethyl 2-acetyl-5-methyl-2-hexenoate and 3.55 g (0.02 mole) N-bromosuccinimide in 50 ml of carbon tetrachloride was heated at reflux for 2.5 hours. After cooling, the succinimide was removed by filtration and the solution concentrated by rotary evaporation. Distillation of the crude product gave 3.33 g (85% ) of ethyl 5-isopropyl-2-methyl-3-furoate, bp 112°-114° C. (11 mm). Reaction SMILES: [C:1]([C:4](=[CH:10][CH2:11][CH:12]([CH3:14])[CH3:13])[C:5]([O:7][CH2:8][CH3:9])=[O:6])(=[O:3])[CH3:2].BrN1C(=O)CCC1=O>C(Cl)(Cl)(Cl)Cl>[CH:12]([C:11]1[O:3][C:1]([CH3:2])=[C:4]([C:5]([O:7][CH2:8][CH3:9])=[O:6])[CH:10]=1)([CH3:13])[CH3:14]. Isolated yield 84.8%. Starting materials: C(C)(=O)C(C(=O)OCC)=CCC(C)C (ethyl 2-acetyl-5-methyl-2-hexenoate), BrN1C(CCC1=O)=O (N-bromosuccinimide). The solvent is C(Cl)(Cl)(Cl)Cl (carbon tetrachloride). Product: C(C)(C)C1=CC(=C(O1)C)C(=O)OCC (ethyl 5-isopropyl-2-methyl-3-furoate). Starting materials: FC1=CC=C(C=C1)C=1C(=C(N2C=CC=CC12)C(C)C)C#CP(=O)(C[C@H](CC(=O)OC)O)OC ((S)-4-[[[1-(4-Fluorophenyl)-3-(1-methylethyl)indolizin-2-yl]ethynyl]methoxyphosphinyl]-3-hydroxybutanoic acid, methyl ester), compound, CO (CH3OH), CCOC(=O)C (EtOAc). Reagents/catalysts: [Pd] (Pd-C). Run at time 20 hour. Yields the product FC1=CC=C(C=C1)C=1C(=C(N2CCCCC12)C(C)C)C(=O)OCC (1-(4-Fluorophenyl)-5,6,7,8-tetrahydro-3-(1-methylethyl)-2-indolizinecarboxylic acid, ethyl ester). Isolated yield 96.0%. Reaction SMILES: [F:1][C:2]1[CH:7]=[CH:6][C:5]([C:8]2[C:9](C#CP(OC)(C[C@@H](O)CC(OC)=O)=O)=[C:10]([CH:17]([CH3:19])[CH3:18])[N:11]3[C:16]=2[CH:15]=[CH:14][CH:13]=[CH:12]3)=[CH:4][CH:3]=1.CO.[CH3:36][CH2:37][O:38][C:39](C)=[O:40]>[Pd]>[F:1][C:2]1[CH:3]=[CH:4][C:5]([C:8]2[C:9]([C:39]([O:38][CH2:37][CH3:36])=[O:40])=[C:10]([CH:17]([CH3:19])[CH3:18])[N:11]3[C:16]=2[CH2:15][CH2:14][CH2:13][CH2:12]3)=[CH:6][CH:7]=1. Reported procedure: To a solution of Example 1, Part C compound 6.50 g, 20.0 mmol) in EtOAc (35 mL)-CH3OH (70 mL) was added 10% Pd-C (1.5 g) and the resulting mixture hydrogenated in a Parr apparatus at 50 psi for 20 hours. The catalyst was removed by filtration through Celite and the filtrate evaporated to a colorless, viscous oil. The crude product was crystallized from hexane to give pure title compound (6.292 g, 96%) as white crystals, mp 85.5°-86.5° C.